From a dataset of the Open Reaction Database (ORD), a public repository of structured organic reaction records. describe an organic reaction: reactants, conditions, products, and yield The reactants are C1(CC1)N1N=C2C=CC(=CC2=C1C)N1C(C=C(C=C1)O)=O (1-(2-cyclopropyl-3-methyl-2H-indazol-5-yl)-4-hydroxypyridin-2(1H)-one), ClCC=1SC=C(C1)C(F)(F)F (2-(chloromethyl)-4-(trifluoromethyl)thiophene), C([O-])([O-])=O.[K+].[K+] (potassium carbonate). Solvent: C(C)(=O)OCC (ethyl acetate), CN(C)C=O (DMF). Conditions: time 8 hour. The product is C1(CC1)N1N=C2C=CC(=CC2=C1C)N1C(C=C(C=C1)OCC=1SC=C(C1)C(F)(F)F)=O (1-(2-cyclopropyl-3-methyl-2H-indazol-5-yl)-4-{[4-(trifluoromethyl)thiophen-2-yl]methoxy}pyridin-2(1H)-one). Yield: 48.0%. Reaction SMILES: [CH:1]1([N:4]2[C:12]([CH3:13])=[C:11]3[C:6]([CH:7]=[CH:8][C:9]([N:14]4[CH:19]=[CH:18][C:17]([OH:20])=[CH:16][C:15]4=[O:21])=[CH:10]3)=[N:5]2)[CH2:3][CH2:2]1.Cl[CH2:23][C:24]1[S:25][CH:26]=[C:27]([C:29]([F:32])([F:31])[F:30])[CH:28]=1.C(=O)([O-])[O-].[K+].[K+]>CN(C=O)C.C(OCC)(=O)C>[CH:1]1([N:4]2[C:12]([CH3:13])=[C:11]3[C:6]([CH:7]=[CH:8][C:9]([N:14]4[CH:19]=[CH:18][C:17]([O:20][CH2:23][C:24]5[S:25][CH:26]=[C:27]([C:29]([F:32])([F:31])[F:30])[CH:28]=5)=[CH:16][C:15]4=[O:21])=[CH:10]3)=[N:5]2)[CH2:2][CH2:3]1 |f:2.3.4|. Reported procedure: To a mixture of 1-(2-cyclopropyl-3-methyl-2H-indazol-5-yl)-4-hydroxypyridin-2(1H)-one (200 mg) and 2-(chloromethyl)-4-(trifluoromethyl)thiophene (171 mg) in DMF (4 ml) was added potassium carbonate (118 mg) at room temperature, and the mixture was stirred at the same temperature overnight. The reaction mixture was diluted with ethyl acetate, washed with water and saturated brine, dried over anhydrous magnesium sulfate, and concentrated under reduced pressure. The residue was fractionated by HPLC...